Dataset: the Open Reaction Database (ORD), a public repository of structured organic reaction records. Task: describe an organic reaction: reactants, conditions, products, and yield Reactants: CCOC(C)=O, CS(C)=O, Cl, CCOC(=O)c1cc(F)c(F)c(OC(F)F)c1F, [N-]=[N+]=[N-], [Na+], O. Yields the product CCOC(=O)c1cc(F)c(N=[N+]=[N-])c(OC(F)F)c1F. As a reaction SMILES: [CH3:23][CH2:24][O:25][C:26](=[O:27])[CH3:28].[CH3:30][S:31](=[O:32])[CH3:33].[ClH:29].[F:1][CH:2]([O:3][c:4]1[c:5]([F:17])[c:6]([C:7](=[O:8])[O:9][CH2:10][CH3:11])[cH:12][c:13]([F:16])[c:14]1[F:15])[F:18].[N-:20]=[N+:21]=[N-:22].[Na+:19].[OH2:34]>>[F:1][CH:2]([O:3][c:4]1[c:5]([F:17])[c:6]([C:7](=[O:8])[O:9][CH2:10][CH3:11])[cH:12][c:13]([F:16])[c:14]1[N:20]=[N+:21]=[N-:22])[F:18]. The reactants are ClC=1C=C2C(C(=C(OC2=CC1O)C)C1=CC=C(OCCCC#N)C=C1)=O (4-[4-(6-Chloro-7-hydroxy-2-methyl-4-oxo-4H-chromen-3-yl)-phenoxy]-butyronitrile), O.NN (hydrazine hydrate). Yields the product ClC=1C(=CC(=C(C1)C1=NNC(=C1C1=CC=C(OCCCC#N)C=C1)C)O)O (4-{4-[3-(5-Chloro-2,4-dihydroxy-phenyl)-5-methyl-1H-pyrazol-4-yl]-phenoxy}-butyronitrile). Isolated yield 31.5%. Reaction SMILES: [Cl:1][C:2]1[CH:3]=[C:4]2[C:9](=[CH:10][C:11]=1[OH:12])[O:8][C:7]([CH3:13])=[C:6]([C:14]1[CH:25]=[CH:24][C:17]([O:18][CH2:19][CH2:20][CH2:21][C:22]#[N:23])=[CH:16][CH:15]=1)[C:5]2=O.O.[NH2:28][NH2:29]>>[Cl:1][C:2]1[C:11]([OH:12])=[CH:10][C:9]([OH:8])=[C:4]([C:5]2[C:6]([C:14]3[CH:25]=[CH:24][C:17]([O:18][CH2:19][CH2:20][CH2:21][C:22]#[N:23])=[CH:16][CH:15]=3)=[C:7]([CH3:13])[NH:29][N:28]=2)[CH:3]=1 |f:1.2|. Procedure details: This compound was synthesised in the same manner as described above. 4-[4-(6-Chloro-7-hydroxy-2-methyl-4-oxo-4H-chromen-3-yl)-phenoxy]-butyronitrile (0.55, 1.49 mmol), hydrazine hydrate (6 ml). The quenched reaction was extracted into ethyl acetate, washed (water), dried (MgSO4), and the solvent removed under vacuum to give a brown oil which was purified by column chromatography to give 4-{4-[3-(5-Chloro-2,4-dihydroxy-phenyl)-5-methyl-1H-pyrazol-4-yl]-phenoxy}-butyronitrile as a white solid (0.1... Reported procedure: A mixture of 4.5 parts of 3-chloro-6-(1H-imidazol-1-yl)pyridazine, 3.2 parts of 4-bromophenol, 4.2 parts of sodium carbonate and 80 parts of 2-propanone was stirred and refluxed over weekend. The reaction mixture was evaporated and the residue was taken up in water and 2,2'-oxybispropane. The layers were separated. The organic phase was dried, filtered and evaporated. The residue was crystallized from 2-propanol, yielding 3.5 parts of 3-(4-bromophenoxy)-6-(1H-imidazol-1-yl)pyridazine; mp. 168.4°... The product is BrC1=CC=C(OC=2N=NC(=CC2)N2C=NC=C2)C=C1 (3-(4-bromophenoxy)-6-(1H-imidazol-1-yl)pyridazine). RXN SMILES: Cl[C:2]1[N:3]=[N:4][C:5]([N:8]2[CH:12]=[CH:11][N:10]=[CH:9]2)=[CH:6][CH:7]=1.[Br:13][C:14]1[CH:19]=[CH:18][C:17]([OH:20])=[CH:16][CH:15]=1.C(=O)([O-])[O-].[Na+].[Na+]>CC(=O)C>[Br:13][C:14]1[CH:19]=[CH:18][C:17]([O:20][C:2]2[N:3]=[N:4][C:5]([N:8]3[CH:12]=[CH:11][N:10]=[CH:9]3)=[CH:6][CH:7]=2)=[CH:16][CH:15]=1 |f:2.3.4|. The reactants are ClC=1N=NC(=CC1)N1C=NC=C1 (3-chloro-6-(1H-imidazol-1-yl)pyridazine), BrC1=CC=C(C=C1)O (4-bromophenol), C([O-])([O-])=O.[Na+].[Na+] (sodium carbonate). The solvent is CC(C)=O (2-propanone). Reactants: Cc1ccccc1, CO, O=C=NS(=O)(=O)Cl. Product: COC(=O)NS(=O)(=O)Cl. RXN SMILES: [CH3:10][c:11]1[cH:12][cH:13][cH:14][cH:15][cH:16]1.[CH3:1][OH:2].[Cl:3][S:4](=[O:5])(=[O:6])[N:7]=[C:8]=[O:9]>>[CH3:1][O:2][C:8]([NH:7][S:4]([Cl:3])(=[O:5])=[O:6])=[O:9]. Reactants: C(C)OC(=O)C=1C(=C2C(=C(N1)Br)N(C(=C2Br)Br)C2=CC=C(C=C2)F)O (2,3,7-tribromo-4-hydroxy-1-(4-fluoro-phenyl)-1H-pyrrolo[2,3-c]pyridine-5-carboxylic acid ethyl ester), C(#N)[Cu] (CuCN). Yields the product C(C)OC(=O)C=1C(=C2C(=C(N1)C#N)N(C(=C2Br)Br)C2=CC=C(C=C2)F)O (2,3-Dibromo-7-cyano-4-hydroxy-1-(4-fluoro-phenyl)-1H-pyrrolo[2,3-c]pyridine-5-carboxylic acid ethyl ester). Reaction SMILES: [CH2:1]([O:3][C:4]([C:6]1[C:7]([OH:25])=[C:8]2[C:15]([Br:16])=[C:14]([Br:17])[N:13]([C:18]3[CH:23]=[CH:22][C:21]([F:24])=[CH:20][CH:19]=3)[C:9]2=[C:10](Br)[N:11]=1)=[O:5])[CH3:2].[C:26]([Cu])#[N:27]>>[CH2:1]([O:3][C:4]([C:6]1[C:7]([OH:25])=[C:8]2[C:15]([Br:16])=[C:14]([Br:17])[N:13]([C:18]3[CH:23]=[CH:22][C:21]([F:24])=[CH:20][CH:19]=3)[C:9]2=[C:10]([C:26]#[N:27])[N:11]=1)=[O:5])[CH3:2]. Reported procedure: Prepared in analogy to that of Example 105(a) from 2,3,7-tribromo-4-hydroxy-1-(4-fluoro-phenyl)-1H-pyrrolo[2,3-c]pyridine-5-carboxylic acid ethyl ester and CuCN. The title compound, ESI MS (m/z): 482 (M+H)+. Starting materials: C#Cc1cccc(Nc2ncnc3cccc(CN4CCC(C(=O)OCC=C)C(C(=O)OC)C4)c23)c1, CO, CNC(=O)C1CN(Cc2cccc3ncnc(Nc4cccc(OC)c4)c23)CCC1N. Yields the product C#Cc1cccc(Nc2ncnc3cccc(CN4CCC(N)C(C(=O)OC)C4)c23)c1. Reaction SMILES: [CH2:1]([O:2][C:3](=[O:4])[CH:7]1[CH:8]([C:33](=[O:34])[O:35][CH3:36])[CH2:9][N:10]([CH2:13][c:14]2[c:15]3[c:16]([NH:24][c:25]4[cH:26][c:27]([C:31]#[CH:32])[cH:28][cH:29][cH:30]4)[n:17][cH:18][n:19][c:20]3[cH:21][cH:22][cH:23]2)[CH2:11][CH2:12]1)[CH:5]=[CH2:6].[CH3:68][OH:69].[NH2:37][CH:38]1[CH2:39][CH2:40][N:41]([CH2:42][c:43]2[cH:44][cH:45][cH:46][c:47]3[c:48]2[c:49]([NH:50][c:51]2[cH:52][cH:53][cH:54][c:55]([O:56][CH3:57])[cH:58]2)[n:59][cH:60][n:61]3)[CH2:62][CH:63]1[C:64]([NH:65][CH3:66])=[O:67]>>[CH:7]1([NH2:37])[CH:8]([C:33](=[O:34])[O:35][CH3:36])[CH2:9][N:10]([CH2:13][c:14]2[c:15]3[c:16]([NH:24][c:25]4[cH:26][c:27]([C:31]#[CH:32])[cH:28][cH:29][cH:30]4)[n:17][cH:18][n:19][c:20]3[cH:21][cH:22][cH:23]2)[CH2:11][CH2:12]1. Starting materials: CN(C)C=O, O=C(CCl)CCc1ccc(Cl)cc1, c1c[nH]cn1. Yields the product O=C(CCc1ccc(Cl)cc1)Cn1ccnc1. As a reaction SMILES: [CH3:19][N:20]([CH3:21])[CH:22]=[O:23].[Cl:1][CH2:2][C:3]([CH2:4][CH2:5][c:6]1[cH:7][cH:8][c:9]([Cl:12])[cH:10][cH:11]1)=[O:13].[nH:14]1[cH:15][n:16][cH:17][cH:18]1>>[CH2:2]([C:3]([CH2:4][CH2:5][c:6]1[cH:7][cH:8][c:9]([Cl:12])[cH:10][cH:11]1)=[O:13])[n:14]1[cH:15][n:16][cH:17][cH:18]1.